From a dataset of the Open Reaction Database (ORD), a public repository of structured organic reaction records. describe an organic reaction: reactants, conditions, products, and yield Reactants: OC=1C=C(C=2CCCCC2C1)C(=O)O (3-hydroxy-5,6,7,8-tetrahydronaphthalene-1-carboxylic acid), [OH-].[Na+] (sodium hydroxide), COS(=O)(=O)OC (dimethylsulfate). Conditions: time 24 hour. The product is COC=1C=C(C=2CCCCC2C1)C(=O)O (3-methoxy-5,6,7,8-tetrahydronaphthalene-1-carboxylic acid). RXN SMILES: [OH:1][C:2]1[CH:3]=[C:4]([C:12]([OH:14])=[O:13])[C:5]2[CH2:6][CH2:7][CH2:8][CH2:9][C:10]=2[CH:11]=1.[OH-].[Na+].[CH3:17]OS(OC)(=O)=O>>[CH3:17][O:1][C:2]1[CH:3]=[C:4]([C:12]([OH:14])=[O:13])[C:5]2[CH2:6][CH2:7][CH2:8][CH2:9][C:10]=2[CH:11]=1 |f:1.2|. Procedure: A mixture of 0.02 mole of 3-hydroxy-5,6,7,8-tetrahydronaphthalene-1-carboxylic acid, and 40 ml. of 2 N sodium hydroxide solution is treated with 0.04 mole of dimethylsulfate over a 5 minutes period, and the mixture is stirred for 24 hours. The mixture is washed with 3 × 50 ml. of ether and acidified with dilute hydrochloric acid. The precipitate is collected, washed with water, dried at room temperature and 100μ pressure and recrystallized from cyclohexane. The reactants are ClC=1C=C(C(=CC1)O)NC(=O)C1=C(SC=C1)Br (N-(3-chloro-6-hydroxyphenyl)-2-bromo-3-thiophenecarboxamide), C([O-])([O-])=O.[K+].[K+] (potassium carbonate), ice water. Solvent: CS(=O)C (dimethyl sulfoxide). Conditions: time 75 minute. Yields the product ClC=1C=CC2=C(NC(C3=C(O2)SC(=C3)C)=O)C1 (7-chloro-2-methylthieno[2,3-b][1,5]benzoxazepin-4(5H)-one). The yield is 20.1%. RXN SMILES: [Cl:1][C:2]1[CH:3]=[C:4]([NH:9][C:10]([C:12]2[CH:16]=[CH:15][S:14][C:13]=2Br)=[O:11])[C:5]([OH:8])=[CH:6][CH:7]=1.[C:18](=O)([O-])[O-].[K+].[K+]>CS(C)=O>[Cl:1][C:2]1[CH:7]=[CH:6][C:5]2[O:8][C:13]3[S:14][C:15]([CH3:18])=[CH:16][C:12]=3[C:10](=[O:11])[NH:9][C:4]=2[CH:3]=1 |f:1.2.3|. Reported procedure: To a solution of N-(3-chloro-6-hydroxyphenyl)-2-bromo-3-thiophenecarboxamide (4.1 g) in dimethyl sulfoxide (33 ml) was added potassium carbonate (3.3 g), and the mixture was stined at 140-150° C. for 75 minutes. The reaction system was cooled to room temperature and the reaction mixture was poured into ice water. The precipitated crystals were collected by filtration. The filtrate was extracted twice with chloroform, the organic layer was dried over sodium sulfate and the solvent was evaporated ... The reactants are O (water), [H-].[Al+3].[Li+].[H-].[H-].[H-] (lithium aluminium hydride), O=C1NC2=CC=CC=C2C(C1)CC(=O)OC (methyl (±)-2-oxo-1,2,3,4-tetrahydro-4-quinolineacetate). Solvent: CCOCC (ether), O1CCOCC1 (dioxane), CCOCC (ether). Yields the product OCCC1CC(NC2=CC=CC=C12)=O ((±)-4-(2-hydroxyethyl)-3,4-dihydro-2(1H)-quinolinone). The yield is 55.4%. RXN SMILES: [O:1]=[C:2]1[CH2:11][CH:10]([CH2:12][C:13](OC)=[O:14])[C:9]2[C:4](=[CH:5][CH:6]=[CH:7][CH:8]=2)[NH:3]1.[H-].[Al+3].[Li+].[H-].[H-].[H-].O>O1CCOCC1.CCOCC>[OH:14][CH2:13][CH2:12][CH:10]1[C:9]2[C:4](=[CH:5][CH:6]=[CH:7][CH:8]=2)[NH:3][C:2](=[O:1])[CH2:11]1 |f:1.2.3.4.5.6|. Reported procedure: A solution of 11 g (0.05 mol) of methyl (±)-2-oxo-1,2,3,4-tetrahydro-4-quinolineacetate in 50 ml of dioxane is poured dropwise while stirring under an inert atmosphere into a suspension of 2.65 g (0.07 mol) of lithium aluminium hydride in 250 ml of dry ether. The mixture is then heated for 4 h to reflux. After cooling, the reaction is hydrolysed by the slow addition of 10 ml of water with vigorous stirring. The suspension is filtered and the inorganic solid is washed with 20 ml of dioxane. The f... Reactants: C#Cc1ccccc1OC, CCOC(=O)C=CI. Product: CCOC(=O)C=CC#Cc1ccccc1OC. RXN SMILES: [C:1](#[CH:2])[c:3]1[c:4]([O:9][CH3:10])[cH:5][cH:6][cH:7][cH:8]1.[CH2:11]([CH3:12])[O:13][C:14]([CH:15]=[CH:16][I:17])=[O:18]>>[C:1](#[C:2][CH:16]=[CH:15][C:14]([O:13][CH2:11][CH3:12])=[O:18])[c:3]1[c:4]([O:9][CH3:10])[cH:5][cH:6][cH:7][cH:8]1.